Dataset: the Open Reaction Database (ORD), a public repository of structured organic reaction records. Task: describe an organic reaction: reactants, conditions, products, and yield As a reaction SMILES: [Cl:1][c:2]1[cH:3][c:4]([F:16])[c:5]([NH2:6])[cH:7][c:8]1[O:9][CH2:10][CH:11]1[C:12]([F:14])([F:15])[CH2:13]1.[ClH:27].[N:17]([O-:18])=[O:19].[Na+:20].[OH2:21].[OH2:22].[OH2:26].[Sn:23]([Cl:24])[Cl:25]>>[Cl:1][c:2]1[cH:3][c:4]([F:16])[c:5]([NH:6][NH2:17])[cH:7][c:8]1[O:9][CH2:10][CH:11]1[C:12]([F:14])([F:15])[CH2:13]1. Starting materials: Nc1cc(OCC2CC2(F)F)c(Cl)cc1F, Cl, O=N[O-], [Na+], O, O, O, Cl[Sn]Cl. Product: NNc1cc(OCC2CC2(F)F)c(Cl)cc1F. The reactants are I(=O)(=O)(=O)[O-].[Na+] (sodium periodate), CO (methanol), O (water), C(#N)C=1C=C2C(=C(C(C2=CC1)=CC1=CC=C(C=C1)SC)C)CC(=O)O (5-cyano-2-methyl-1-(p-methylthiobenzylidene)-3-indenylacetic acid). Run in CC(=O)C (acetone). Run at time 8 hour. Product: C(#N)C=1C=C2C(=C(C(C2=CC1)=CC1=CC=C(C=C1)S(=O)C)C)CC(=O)O (5-cyano-2-methyl-1-(p-methylsulfinylbenzylidene)-3-indenylacetic acid). Reaction SMILES: I([O-])(=O)(=O)=O.[Na+].[OH2:7].[C:8]([C:10]1[CH:11]=[C:12]2[C:16](=[CH:17][CH:18]=1)[C:15](=[CH:19][C:20]1[CH:25]=[CH:24][C:23]([S:26][CH3:27])=[CH:22][CH:21]=1)[C:14]([CH3:28])=[C:13]2[CH2:29][C:30]([OH:32])=[O:31])#[N:9].CO>CC(C)=O>[C:8]([C:10]1[CH:11]=[C:12]2[C:16](=[CH:17][CH:18]=1)[C:15](=[CH:19][C:20]1[CH:25]=[CH:24][C:23]([S:26]([CH3:27])=[O:7])=[CH:22][CH:21]=1)[C:14]([CH3:28])=[C:13]2[CH2:29][C:30]([OH:32])=[O:31])#[N:9] |f:0.1|. Reported procedure: A solution of sodium periodate (0.214 g.) (0.001 mole) in 3 ml. of water is added dropwise to 5-cyano-2-methyl-1-(p-methylthiobenzylidene)-3-indenylacetic acid (0.001 mole) in 25 ml. methanol and enough acetone to cause solution. This solution is stirred overnight at room temperature and filtered. The filtrate is evaporated at 30° to a small volume which causes the product to precipitate. The suspension is diluted with several volumes of water, cooled and collected. The product is dried in vacuo... The reactants are C(=C)N(C=O)CCC(=O)OC (methyl 3-(N-vinylformamido)propionate), NCCCCCO (5-amino-1-pentanol), C[O-].[Na+] (sodium methoxide). The solvent is CO (methanol), CO (methanol). The product is OCCCCCNC(CCN(C=O)C=C)=O (N-(5-hydroxypentyl)-3-(N-vinylformamido)propionamide). Reaction SMILES: [CH:1]([N:3]([CH2:6][CH2:7][C:8]([O:10]C)=O)[CH:4]=[O:5])=[CH2:2].[NH2:12][CH2:13][CH2:14][CH2:15][CH2:16][CH2:17][OH:18].C[O-].[Na+]>CO>[OH:18][CH2:17][CH2:16][CH2:15][CH2:14][CH2:13][NH:12][C:8](=[O:10])[CH2:7][CH2:6][N:3]([CH:1]=[CH2:2])[CH:4]=[O:5] |f:2.3|. Procedure: The apparatus of Example 2 was charged with 15.7 grams (0.1 mol) of methyl 3-(N-vinylformamido)propionate, 10.3 grams (0.1 mol) of 5-amino-1-pentanol and 0.12 gram of 25% sodium methoxide in methanol solution. The mixture was stirred at 90° C. for 3 hours after which the methanol coproduct was removed by distillation at reduced pressure. NMR analysis of the remaining amber liquid indicated about 69% conversion to the desired product.